This data is from the Open Reaction Database (ORD), a public repository of structured organic reaction records. The task is: describe an organic reaction: reactants, conditions, products, and yield Reactants: BrC1=NC2=C(N1[C@H]1[C@@H]([C@](O)([C@H](O1)C)C(C)=O)F)C=C(C(=C2)Cl)Cl (2-Bromo-5,6-dichloro-1-(3-acetyl-2,5-dideoxy-2-fluoro-beta-D-ribofuranosyl)-1H-benzimidazole), C([O-])([O-])=O.[Na+].[Na+] (Sodium carbonate). Run in CO (methanol), O (water), C(C)O (ethanol), O (water). Reaction conditions: time 8 hour. Product: BrC1=NC2=C(N1[C@H]1[C@@H]([C@H](O)[C@H](O1)C)F)C=C(C(=C2)Cl)Cl (2-Bromo-5,6-dichloro-1-(2,5-dideoxy-2-fluoro-beta-D-ribofuranosyl)-1H-benzimidazole). RXN SMILES: [Br:1][C:2]1[N:6]([C@@H:7]2[O:12][C@H:11]([CH3:13])[C@@:9](C(=O)C)([OH:10])[C@H:8]2[F:17])[C:5]2[CH:18]=[C:19]([Cl:23])[C:20]([Cl:22])=[CH:21][C:4]=2[N:3]=1.C(=O)([O-])[O-].[Na+].[Na+]>CO.C(O)C.O>[Br:1][C:2]1[N:6]([C@@H:7]2[O:12][C@H:11]([CH3:13])[C@@H:9]([OH:10])[C@H:8]2[F:17])[C:5]2[CH:18]=[C:19]([Cl:23])[C:20]([Cl:22])=[CH:21][C:4]=2[N:3]=1 |f:1.2.3|. Procedure: 2-Bromo-5,6-dichloro-1-(3-acetyl-2,5-dideoxy-2-fluoro-beta-D-ribofuranosyl)-1H-benzimidazole (0.42 g, 1.0 mmoles) was dissolved in methanol and ethanol (17 mL each). Sodium carbonate (0.22 g, 2.1 mmoles, 2 eq.) was dissolved in 4.2 mL water and added to the starting material solution. The reaction was stirred at room temperature overnight. The solution was diluted with water (40 mL). The product was extracted with ethyl acetate (2×). The ethyl acetate solution was dried with MgSO4, filtered, and... Reactants: C(C1=CC=CC=C1)NCC(=O)C1=CC=C(C=C1)OC (2-benzylamino-1-(4-methoxy-phenyl)-ethanone), [BH4-].[Na+] (NaBH4). The solvent is CO (MeOH). Reaction conditions: time 8 hour. Yields the product C(C1=CC=CC=C1)NCC(O)C1=CC=C(C=C1)OC (2-Benzylamino-1-(4-methoxy-phenyl)-ethanol). Isolated yield 74.9%. As a reaction SMILES: [CH2:1]([NH:8][CH2:9][C:10]([C:12]1[CH:17]=[CH:16][C:15]([O:18][CH3:19])=[CH:14][CH:13]=1)=[O:11])[C:2]1[CH:7]=[CH:6][CH:5]=[CH:4][CH:3]=1.[BH4-].[Na+]>CO>[CH2:1]([NH:8][CH2:9][CH:10]([C:12]1[CH:13]=[CH:14][C:15]([O:18][CH3:19])=[CH:16][CH:17]=1)[OH:11])[C:2]1[CH:3]=[CH:4][CH:5]=[CH:6][CH:7]=1 |f:1.2|. Procedure: To a solution of 2-benzylamino-1-(4-methoxy-phenyl)-ethanone (1.61 g, 6.30 mmol, see Preparation 60) in MeOH (60 ml) was added NaBH4 (0.48 g, 12.6 mmol) in three equal portions. The reaction was stirred at RT overnight, then it was quenched with a 1:1 mixture of water and sat. NaHCO3 (30 ml). The mixture was extracted with CH2Cl2 (3×40 ml), the organics were combined, dried over MgSO4, filtered, and concentrated in vacuo. The residue was purified via Biotage flash chromatography (SiO2, neat EtOA... The reactants are [Al+3], C1CCOC1, CCn1cnc2c(Nc3cccc(Cl)c3)nc(N3CCCC3C(N)=O)nc21, [H-], [H-], [H-], [H-], [Li+]. Product: CCn1cnc2c(Nc3cccc(Cl)c3)nc(N3CCCC3CN)nc21. RXN SMILES: [Al+3:2].[CH2:34]1[O:35][CH2:36][CH2:37][CH2:38]1.[Cl:7][c:8]1[cH:9][c:10]([NH:14][c:15]2[c:16]3[n:17][cH:18][n:19]([CH2:32][CH3:33])[c:20]3[n:21][c:22]([N:24]3[CH:25]([C:29]([NH2:30])=[O:31])[CH2:26][CH2:27][CH2:28]3)[n:23]2)[cH:11][cH:12][cH:13]1.[H-:1].[H-:4].[H-:5].[H-:6].[Li+:3]>>[Cl:7][c:8]1[cH:9][c:10]([NH:14][c:15]2[c:16]3[n:17][cH:18][n:19]([CH2:32][CH3:33])[c:20]3[n:21][c:22]([N:24]3[CH:25]([CH2:29][NH2:30])[CH2:26][CH2:27][CH2:28]3)[n:23]2)[cH:11][cH:12][cH:13]1. The reactants are COCCN, CO, O=C(CNC(=O)c1cccc(C(F)(F)F)c1)NCC1CCN(Cc2ccc(C(=O)Cl)cc2)CC1, ClCCl, O. The product is COCCNC(=O)c1ccc(CN2CCC(CNC(=O)CNC(=O)c3cccc(C(F)(F)F)c3)CC2)cc1. Reaction SMILES: [CH3:35][O:36][CH2:37][CH2:38][NH2:39].[CH3:44][OH:45].[Cl:1][C:2](=[O:3])[c:4]1[cH:5][cH:6][c:7]([CH2:8][N:9]2[CH2:10][CH2:11][CH:12]([CH2:15][NH:16][C:17]([CH2:18][NH:19][C:20]([c:21]3[cH:22][c:23]([C:27]([F:28])([F:29])[F:30])[cH:24][cH:25][cH:26]3)=[O:31])=[O:32])[CH2:13][CH2:14]2)[cH:33][cH:34]1.[Cl:40][CH2:41][Cl:42].[OH2:43]>>[C:2](=[O:3])([c:4]1[cH:5][cH:6][c:7]([CH2:8][N:9]2[CH2:10][CH2:11][CH:12]([CH2:15][NH:16][C:17]([CH2:18][NH:19][C:20]([c:21]3[cH:22][c:23]([C:27]([F:28])([F:29])[F:30])[cH:24][cH:25][cH:26]3)=[O:31])=[O:32])[CH2:13][CH2:14]2)[cH:33][cH:34]1)[NH:39][CH2:38][CH2:37][O:36][CH3:35]. Reactants: CC(C)(C)OC(=O)N1CC2CN(c3cncc(C(=O)O)c3)CC2C1, Nc1cc(C(F)(F)F)cc(C(F)(F)F)c1. Yields the product CC(C)(C)OC(=O)N1CC2CN(c3cncc(C(=O)Nc4cc(C(F)(F)F)cc(C(F)(F)F)c4)c3)CC2C1. Reaction SMILES: [C:1]([CH3:2])([CH3:3])([CH3:4])[O:5][C:6](=[O:7])[N:8]1[CH2:9][CH:10]2[CH:11]([CH2:12]1)[CH2:13][N:14]([c:16]1[cH:17][n:18][cH:19][c:20]([C:21](=[O:22])[OH:23])[cH:24]1)[CH2:15]2.[F:25][C:26]([c:27]1[cH:28][c:29]([NH2:30])[cH:31][c:32]([C:34]([F:35])([F:36])[F:37])[cH:33]1)([F:38])[F:39]>>[C:1]([CH3:2])([CH3:3])([CH3:4])[O:5][C:6](=[O:7])[N:8]1[CH2:9][CH:10]2[CH:11]([CH2:12]1)[CH2:13][N:14]([c:16]1[cH:17][n:18][cH:19][c:20]([C:21](=[O:22])[NH:30][c:29]3[cH:28][c:27]([C:26]([F:25])([F:38])[F:39])[cH:33][c:32]([C:34]([F:35])([F:36])[F:37])[cH:31]3)[cH:24]1)[CH2:15]2.